describe an organic reaction: reactants, conditions, products, and yield From a dataset of the Open Reaction Database (ORD), a public repository of structured organic reaction records. The reactants are NC=1OC[C@]2(C3=CC(=CC=C3OC=3C=C(C(=CC23)C=2C=NC=NC2)F)C#CC(C)(O)C)N1 ((R)-4-(2-amino-3′-fluoro-2′-(pyrimidin-5-yl)-5H-spiro[oxazole-4,9′-xanthene]-7′-yl)-2-methylbut-3-yn-2-ol). The reagents and catalysts are [Pd] (Pd/C). Run in CO (MeOH). The product is NC=1OC[C@]2(C3=CC(=CC=C3OC=3C=C(C(=CC23)C=2C=NC=NC2)F)CCC(C)(O)C)N1 ((R)-4-(2-amino-3′-fluoro-2′-(pyrimidin-5-yl)-5H-spiro[oxazole-4,9′-xanthene]-7′-yl)-2-methylbutan-2-ol). RXN SMILES: [NH2:1][C:2]1[O:3][CH2:4][C@:5]2([N:32]=1)[C:18]1[CH:17]=[C:16]([C:19]3[CH:20]=[N:21][CH:22]=[N:23][CH:24]=3)[C:15]([F:25])=[CH:14][C:13]=1[O:12][C:11]1[C:6]2=[CH:7][C:8]([C:26]#[C:27][C:28]([CH3:31])([OH:30])[CH3:29])=[CH:9][CH:10]=1>CO.[Pd]>[NH2:1][C:2]1[O:3][CH2:4][C@:5]2([N:32]=1)[C:18]1[CH:17]=[C:16]([C:19]3[CH:24]=[N:23][CH:22]=[N:21][CH:20]=3)[C:15]([F:25])=[CH:14][C:13]=1[O:12][C:11]1[C:6]2=[CH:7][C:8]([CH2:26][CH2:27][C:28]([CH3:29])([OH:30])[CH3:31])=[CH:9][CH:10]=1. Procedure: A vial charged with (R)-4-(2-amino-3′-fluoro-2′-(pyrimidin-5-yl)-5H-spiro[oxazole-4,9′-xanthene]-7′-yl)-2-methylbut-3-yn-2-ol (0.050 g, 0.116 mmol) and 10% Pd/C (1.236 mg, 0.012 mmol) was taken up in 5 mL MeOH thoroughly degassed then placed under 50 psi H2 overnight. The reaction mixture was filtered through celite and concentrated in vacuo to provide an off white solid. Purification of the crude residue by column chromatography [0-80% (9:1:0.1—CH2Cl2:MeOH:NH4OH)/CH2Cl2] gave (R)-4-(2-amino-3′-... Run in O1CCOCC1 (dioxane), C(Cl)Cl (MeCl2), O (H2O), O (water). Reactants: BrC1=CC=C(C=C1)C1=NC=C(C=N1)C (2-(4-bromophenyl)-5-methylpyrimidine), C([O-])([O-])=O.[Cs+].[Cs+] (cesium carbonate), C[C@@H]1NCCNC1 ((S)-2-methyl piperazine), C1(=CC=CC=C1)C1=CC=CC=C1 (biphenyl). Procedure: A mixture of 2-(4-bromophenyl)-5-methylpyrimidine 78 (250 mg, 1.008 mmol), palladium acetate (50 mg), cesium carbonate (400 mg, 1.23 mmol), (S)-2-methyl piperazine (200 mg, 2 mmol) and 2-Di-t-butylphosphino)-biphenyl (50 mg, 0.167 mmol) was stirred in dioxane:water (10 ml, v/v 5:1) at reflux temperature for 4 hours. The reaction was cooled, diluted with MeCl2 (100 ml) and H2O (50 ml). The organic layer was separated, dried (MgSO4), filtered and solvent evaporated. The residue was purified by chr... Product: CC=1C=NC(=NC1)C1=CC=C(C=C1)N1C[C@@H](NCC1)C (5-Methyl-2-[4-(3-(S)-methyl-piperazin-1-yl)-phenyl]-pyrimidine). Reagents/catalysts: C(C)(=O)[O-].[Pd+2].C(C)(=O)[O-] (palladium acetate). RXN SMILES: Br[C:2]1[CH:7]=[CH:6][C:5]([C:8]2[N:13]=[CH:12][C:11]([CH3:14])=[CH:10][N:9]=2)=[CH:4][CH:3]=1.C(=O)([O-])[O-].[Cs+].[Cs+].[CH3:21][C@H:22]1[CH2:27][NH:26][CH2:25][CH2:24][NH:23]1.C1(C2C=CC=CC=2)C=CC=CC=1>O1CCOCC1.C(Cl)Cl.O.C([O-])(=O)C.[Pd+2].C([O-])(=O)C>[CH3:14][C:11]1[CH:10]=[N:9][C:8]([C:5]2[CH:6]=[CH:7][C:2]([N:26]3[CH2:25][CH2:24][NH:23][C@@H:22]([CH3:21])[CH2:27]3)=[CH:3][CH:4]=2)=[N:13][CH:12]=1 |f:1.2.3,9.10.11|. The reactants are C=O (formaldehyde), N1[C@@H](C(=O)N[C@@H](C(C)C)C(=O)N([C@@H](C(C)C)C(=O)N2[C@H](C(=O)N3[C@H](C(=O)NCC4=CC=CC=C4)CCC3)CCC2)C)CCC1 (D-Pro-Val-MeVal-Pro-Pro-NHBn), Cl (HCl), CO (methanol). The reagents and catalysts are [Pd].C (Pd charcoal). The product is N1([C@@H](C(=O)N[C@@H](C(C)C)C(=O)N([C@@H](C(C)C)C(=O)N2[C@H](C(=O)N3[C@H](C(=O)NCC4=CC=CC=C4)CCC3)CCC2)C)CCC1)C(=O)OCC1=CC=CC=C1 (Z-D-Pro-Val-MeVal-Pro-Pro-NHBn). Reaction SMILES: [NH:1]1[CH2:44][CH2:43][CH2:42][C@@H:2]1[C:3]([NH:5][C@H:6]([C:10]([N:12]([CH3:41])[C@H:13]([C:17]([N:19]1[CH2:40][CH2:39][CH2:38][C@H:20]1[C:21]([N:23]1[CH2:37][CH2:36][CH2:35][C@H:24]1[C:25]([NH:27][CH2:28][C:29]1[CH:34]=[CH:33][CH:32]=[CH:31][CH:30]=1)=[O:26])=[O:22])=[O:18])[CH:14]([CH3:16])[CH3:15])=[O:11])[CH:7]([CH3:9])[CH3:8])=[O:4].Cl.[CH2:46]=[O:47].[CH3:48][OH:49]>[Pd].C>[N:1]1([C:46]([O:49][CH2:48][C:29]2[CH:34]=[CH:33][CH:32]=[CH:31][CH:30]=2)=[O:47])[CH2:44][CH2:43][CH2:42][C@@H:2]1[C:3]([NH:5][C@H:6]([C:10]([N:12]([CH3:41])[C@H:13]([C:17]([N:19]1[CH2:40][CH2:39][CH2:38][C@H:20]1[C:21]([N:23]1[CH2:37][CH2:36][CH2:35][C@H:24]1[C:25]([NH:27][CH2:28][C:29]1[CH:30]=[CH:31][CH:32]=[CH:33][CH:34]=1)=[O:26])=[O:22])=[O:18])[CH:14]([CH3:16])[CH3:15])=[O:11])[CH:7]([CH3:9])[CH3:8])=[O:4] |f:4.5|. Procedure: 1.94 g (3 mmol) of D-Pro-Val-MeVal-Pro-Pro-NHBn×HCl was dissolved in 30 ml methanol. To this solution was then added 0.3 g 10% Pd/charcoal and 1.5 ml aqueous formaldehyde solution and the reaction mixture was hydrogenated. Following filtration and evaporation of the solvents, the resulting residue was dissolved in water, adjusted to pH 2 and extracted twice with diethyl ether and several additional times with dichloromethane. The aqueous phase was adjusted to pH 9-10 and extracted twice with dic... The reactants are Sc1ccc(Cl)cc1, O=[N+]([O-])c1ccc(Cl)nc1, [Li+], CN(C)C=O, [OH-], O. The product is O=[N+]([O-])c1ccc(Sc2ccc(Cl)cc2)nc1. RXN SMILES: [Cl:11][c:12]1[cH:13][cH:14][c:15]([SH:18])[cH:16][cH:17]1.[Cl:1][c:2]1[cH:3][cH:4][c:5]([N+:8](=[O:9])[O-:10])[cH:6][n:7]1.[Li+:24].[O:19]=[CH:20][N:21]([CH3:22])[CH3:23].[OH-:25].[OH2:26]>>[c:2]1([S:18][c:15]2[cH:14][cH:13][c:12]([Cl:11])[cH:17][cH:16]2)[cH:3][cH:4][c:5]([N+:8](=[O:9])[O-:10])[cH:6][n:7]1. Starting materials: C, CO, NS(=O)(=O)c1ccccc1[N+](=O)[O-], [Pd]. Yields the product Nc1ccccc1S(N)(=O)=O. As a reaction SMILES: [C:16].[CH3:14][OH:15].[N+:1]([O-:2])(=[O:3])[c:4]1[c:5]([S:10](=[O:11])(=[O:12])[NH2:13])[cH:6][cH:7][cH:8][cH:9]1.[Pd:17]>>[NH2:1][c:4]1[c:5]([S:10](=[O:11])(=[O:12])[NH2:13])[cH:6][cH:7][cH:8][cH:9]1. Starting materials: Cl.CNCC1CCCC2=C(C=CC=C12)OC (1-((N-Methylamino)methyl)-5-methoxytetralin hydrochloride), O.OC1=CC=CC=2NN=NC21 (hydroxybenzotriazole hydrate), S1C(=CC=C1)CC(=O)O (thiopheneacetic acid), C1(CCCCC1)N=C=NC1CCCCC1 (dicyclohexylcarbodiimide). The solvent is C1CCOC1 (THF). Reaction conditions: time 18 hour. The product is COC1=C2CCCC(C2=CC=C1)CN(C(CC=1SC=CC1)=O)C (N-(5-Methoxy-1,2,3,4 tetrahydro 1-naphthyl)methyl N-methyl2-thienylacetamide). The yield is 111.5%. RXN SMILES: Cl.[CH3:2][NH:3][CH2:4][CH:5]1[C:14]2[C:9](=[C:10]([O:15][CH3:16])[CH:11]=[CH:12][CH:13]=2)[CH2:8][CH2:7][CH2:6]1.O.OC1C2N=NNC=2C=CC=1.[S:28]1[CH:32]=[CH:31][CH:30]=[C:29]1[CH2:33][C:34]([OH:36])=O.C1(N=C=NC2CCCCC2)CCCCC1>C1COCC1>[CH3:16][O:15][C:10]1[CH:11]=[CH:12][CH:13]=[C:14]2[C:9]=1[CH2:8][CH2:7][CH2:6][CH:5]2[CH2:4][N:3]([CH3:2])[C:34](=[O:36])[CH2:33][C:29]1[S:28][CH:32]=[CH:31][CH:30]=1 |f:0.1,2.3|. Reported procedure: The product from Example 17 (1.04 g), hydroxybenzotriazole hydrate (1.51 g) and thiopheneacetic acid (720mg) in dry THF (30 ml) at 0° C. was treated with dicyclohexylcarbodiimide (1.16 g). The reaction was warmed to room temperature and stirred for 18 hr. The mixture was filtered and concentrated. The residue was dissolved into EtOAc (60 ml) washed with 5% aq. HCl (15 ml), water (15 ml), 10% aq. KOH (15 ml), dried (MgSPO4) filtered and concentrated. Chromatography on SiO2 afforded 1.58 g of prod... Reactants: COC(C1=CC=C(C=C1)CCN1CCCCCC1)=O (4-(2-azepan-1-ylethyl)benzoic acid methyl ester), [Cl-].[NH4+] (ammonium chloride), COC(C1=CC=C(C=C1)C=O)=O (4-formylbenzoic acid methyl ester), [Cl-].COC[P+](C1=CC=CC=C1)(C1=CC=CC=C1)C1=CC=CC=C1 ((methoxymethyl)triphenylphosphonium chloride), CC(C)([O-])C.[K+] (potassium tert-butoxide), [OH-].[Na+] (sodium hydroxide). Solvent: CO (methanol), O1CCCC1 (tetrahydrofuran), O1CCCC1 (tetrahydrofuran). Conditions: time 20 minute. Yields the product Cl.N1(CCCCCC1)CCC1=CC=C(C(=O)O)C=C1 (4-(2-Azepan-1-ylethyl)benzoic acid hydrochloride). Yield: 84.6%. RXN SMILES: [Cl-:1].COC[P+](C1C=CC=CC=1)(C1C=CC=CC=1)C1C=CC=CC=1.CC(C)([O-])C.[K+].COC(=O)C1C=CC(C=O)=CC=1.[Cl-].[NH4+].C[O:45][C:46](=[O:62])[C:47]1[CH:52]=[CH:51][C:50]([CH2:53][CH2:54][N:55]2[CH2:61][CH2:60][CH2:59][CH2:58][CH2:57][CH2:56]2)=[CH:49][CH:48]=1.[OH-].[Na+]>O1CCCC1.CO>[ClH:1].[N:55]1([CH2:54][CH2:53][C:50]2[CH:49]=[CH:48][C:47]([C:46]([OH:62])=[O:45])=[CH:52][CH:51]=2)[CH2:56][CH2:57][CH2:58][CH2:59][CH2:60][CH2:61]1 |f:0.1,2.3,5.6,8.9,12.13|. Procedure: To a suspension of (methoxymethyl)triphenylphosphonium chloride (12.5 g) in tetrahydrofuran (50 ml) was added dropwise potassium tert-butoxide (1.0 M solution in tetrahydrofuran) (40 ml) on an ice bath under a nitrogen atmosphere, and the solution was stirred for 20 minutes, then a solution of 4-formylbenzoic acid methyl ester (5.0 g) in tetrahydrofuran (16 ml) was added dropwise thereto followed by stirring overnight at room temperature. A saturated aqueous solution of ammonium chloride was add...